This data is from the Open Reaction Database (ORD), a public repository of structured organic reaction records. The task is: describe an organic reaction: reactants, conditions, products, and yield The reactants are Cc1ccc(S(=O)(=O)Cl)cc1Cl, Nc1cccc(COc2ccc(C(F)(F)F)cc2)n1. The product is Cc1ccc(S(=O)(=O)Nc2cccc(COc3ccc(C(F)(F)F)cc3)n2)cc1Cl. RXN SMILES: [Cl:20][c:21]1[cH:22][c:23]([S:28](=[O:29])(=[O:30])[Cl:31])[cH:24][cH:25][c:26]1[CH3:27].[F:1][C:2]([c:3]1[cH:4][cH:5][c:6]([O:7][CH2:8][c:9]2[cH:10][cH:11][cH:12][c:13]([NH2:15])[n:14]2)[cH:16][cH:17]1)([F:18])[F:19]>>[F:1][C:2]([c:3]1[cH:4][cH:5][c:6]([O:7][CH2:8][c:9]2[cH:10][cH:11][cH:12][c:13]([NH:15][S:28]([c:23]3[cH:22][c:21]([Cl:20])[c:26]([CH3:27])[cH:25][cH:24]3)(=[O:29])=[O:30])[n:14]2)[cH:16][cH:17]1)([F:18])[F:19]. The reactants are S(=O)(=O)(OCC1CO1)C1=CC=C([N+](=O)[O-])C=C1 (glycidyl nosylate), C(C)(=O)[O-].[NH4+] (ammonium acetate), OC1=C2C=CC=NC2=CC=C1 (5-hydroxyquinoline), C1[C@@H](O1)COS(=O)(=O)C2=CC=CC(=C2)[N+](=O)[O-] (R-glycidyl nosylate), C([O-])([O-])=O.[K+].[K+] (potassium carbonate). Run in C(C)#N (acetonitrile), CN(C=O)C (N,N-dimethylformamide). Conditions: temperature 50 celsius, time 30 minute. Product: N1=CC=CC2=C(C=CC=C12)OC[C@H]1CO1 ((2R)-1-(5-quinolinyloxy)-2,3-epoxypropane). The yield is 73.1%. RXN SMILES: [OH:1][C:2]1[CH:11]=[CH:10][CH:9]=[C:8]2[C:3]=1[CH:4]=[CH:5][CH:6]=[N:7]2.[CH2:12]1[O:14][C@H:13]1[CH2:15]OS(C1C=C([N+]([O-])=O)C=CC=1)(=O)=O.C(=O)([O-])[O-].[K+].[K+].C([O-])(=O)C.[NH4+].S(C1C=CC([N+]([O-])=O)=CC=1)(OCC1OC1)(=O)=O>C(#N)C.CN(C)C=O>[N:7]1[C:8]2[C:3](=[C:2]([O:1][CH2:15][C@@H:13]3[O:14][CH2:12]3)[CH:11]=[CH:10][CH:9]=2)[CH:4]=[CH:5][CH:6]=1 |f:2.3.4,5.6|. Reported procedure: A mixture of 5-hydroxyquinoline (5.60 g, 38.6 mmol), R-glycidyl nosylate (10.0 g, 38.6 mmol), powdered potassium carbonate (11.7 g, 84.9 mmol), and N,N-dimethylformamide (100 mL) was stirred at ambient temperature until HPLC analysis (40% acetonitrile/60% of a 0.5% aqueous ammonium acetate solution, 1 mL/min, wavelength=230 nm, Zorbax RX-C8 25 cm×4.6 mm column) indicated complete disappearance of glycidyl nosylate (approximately 6 hours). The reaction mixture was filtered through paper and the f...